From a dataset of the Open Reaction Database (ORD), a public repository of structured organic reaction records. describe an organic reaction: reactants, conditions, products, and yield Reactants: B, O=C1CC(c2nc3ccc(Br)cc3s2)C1, CC1CCCN1, CCO, ClCCl, c1ccncc1. The product is CC1CCCN1C1CC(c2nc3ccc(Br)cc3s2)C1. As a reaction SMILES: [BH3:28].[Br:1][c:2]1[cH:3][c:4]2[c:5]([n:6][c:7]([CH:9]3[CH2:10][C:11](=[O:13])[CH2:12]3)[s:8]2)[cH:14][cH:15]1.[CH3:16][CH:17]1[NH:18][CH2:19][CH2:20][CH2:21]1.[CH3:32][CH2:33][OH:34].[Cl:29][CH2:30][Cl:31].[n:22]1[cH:23][cH:24][cH:25][cH:26][cH:27]1>>[Br:1][c:2]1[cH:3][c:4]2[c:5]([n:6][c:7]([CH:9]3[CH2:10][CH:11]([N:18]4[CH:17]([CH3:16])[CH2:21][CH2:20][CH2:19]4)[CH2:12]3)[s:8]2)[cH:14][cH:15]1. The reactants are NC1=C(C=C(OCCCN2CC3=CC=CC=C3C=C2)C=C1)[N+](=O)[O-] (N-[3-(4-amino-3-nitrophenoxy)propyl]isoquinoline). Run in CCO (EtOH). Yields the product stannous dihydrate, NC=1C=C(OCCCN2CC3=CC=CC=C3CC2)C=CC1N (N-[(3,4-diaminophenoxy)propyl]-1,2,3,4-tetrahydroisoquinoline). Yield: 97.0%. Reaction SMILES: [NH2:1][C:2]1[CH:21]=[CH:20][C:5]([O:6][CH2:7][CH2:8][CH2:9][N:10]2[CH:19]=[CH:18][C:17]3[C:12](=[CH:13][CH:14]=[CH:15][CH:16]=3)[CH2:11]2)=[CH:4][C:3]=1[N+:22]([O-])=O>CCO>[NH2:22][C:3]1[CH:4]=[C:5]([CH:20]=[CH:21][C:2]=1[NH2:1])[O:6][CH2:7][CH2:8][CH2:9][N:10]1[CH2:19][CH2:18][C:17]2[C:12](=[CH:13][CH:14]=[CH:15][CH:16]=2)[CH2:11]1. Procedure: From a mixture of N-[3-(4-amino-3-nitrophenoxy)propyl]isoquinoline (250 mg, 0.76 mmol) and stannous dihydrate (860 mg, 3.8 mmol) in EtOH (50 mL) was obtained 220 mg (97%) of N-[(3,4-diaminophenoxy)propyl]-1,2,3,4-tetrahydroisoquinoline as a yellow viscous oil. 1H NMR (CDCl3): 2.00-2.08 (m, 2H), 2.686 (t, 2H, J=7), 2.761 (t, 2H, J=5.5), 2.916 (t, 2H, J=5.5), 3.063 (s, 2H), 3.496 (s, 2H), 3.650 (s, 2H), 3.995 (t, 2H, J=7), 6.267 (dd, 1H, J=8.5; 2.5), 6.340 (d, 1H, J=2.5), 6.670 (d, 1H, J=8.5), 7.0... Reactants: O=C([O-])[O-], CI, CC#N, OC(Cc1ccccc1Cl)(Cn1ncnc1S)C1(Cl)CC1, [K+], [K+], [Na+], [Na+], O=C([O-])[O-]. Yields the product CSc1ncnn1CC(O)(Cc1ccccc1Cl)C1(Cl)CC1. RXN SMILES: [C:22](=[O:23])([O-:24])[O-:25].[CH3:28][I:29].[CH3:36][C:37]#[N:38].[Cl:1][C:2]1([C:5]([CH2:6][c:7]2[c:8]([Cl:13])[cH:9][cH:10][cH:11][cH:12]2)([CH2:14][n:15]2[n:16][cH:17][n:18][c:19]2[SH:20])[OH:21])[CH2:3][CH2:4]1.[K+:26].[K+:27].[Na+:30].[Na+:31].[O-:32][C:33](=[O:34])[O-:35]>>[Cl:1][C:2]1([C:5]([CH2:6][c:7]2[c:8]([Cl:13])[cH:9][cH:10][cH:11][cH:12]2)([CH2:14][n:15]2[n:16][cH:17][n:18][c:19]2[S:20][CH3:22])[OH:21])[CH2:3][CH2:4]1. The reactants are CCC(=O)Cl, O=C(NC1CNC1)c1c[nH]c2c(-c3c(OCC4CC4)ccc4c3OCO4)ncnc12. The product is CCC(=O)N1CC(NC(=O)c2c[nH]c3c(-c4c(OCC5CC5)ccc5c4OCO5)ncnc23)C1. RXN SMILES: [C:31]([CH2:32][CH3:33])(=[O:34])[Cl:35].[NH:1]1[CH2:2][CH:3]([NH:5][C:6](=[O:7])[c:8]2[cH:9][nH:10][c:11]3[c:12]2[n:13][cH:14][n:15][c:16]3-[c:17]2[c:18]([O:26][CH2:27][CH:28]3[CH2:29][CH2:30]3)[cH:19][cH:20][c:21]3[c:25]2[O:24][CH2:23][O:22]3)[CH2:4]1>>[N:1]1([C:31]([CH2:32][CH3:33])=[O:34])[CH2:2][CH:3]([NH:5][C:6](=[O:7])[c:8]2[cH:9][nH:10][c:11]3[c:12]2[n:13][cH:14][n:15][c:16]3-[c:17]2[c:18]([O:26][CH2:27][CH:28]3[CH2:29][CH2:30]3)[cH:19][cH:20][c:21]3[c:25]2[O:24][CH2:23][O:22]3)[CH2:4]1. Procedure: To a stirred suspension of 319 mg (8.40 mmol) of LiAlH4 in 12 ml of tetrahydrofuran (THF) at 0° C. was added a solution of 1.00 g (1.68 mmol) of the title product of Example 42 in 5 ml of tetrahydrofuran. After one-half hour, the mixture was permitted to warm to room temperature, and stirred further for two hours. The reaction was then quenched by sequentially adding 320 μl of water, 320 μl of 15% aqueous sodium hydroxide, and 960 μl of water. The formed salts were removed by filtration, and the... Yields the product OC1CC(OC2=C1C=CC(=C2CCC)OCCCOC2=CC=CC=1CCCCC21)(CCCO)CCCO (3,4-dihydro-4-hydroxy-8-propyl-7-[3-[(5,6,7,8-tetrahydro-1-naphthalenyl)oxy]propoxy]-2H-1-benzopyran-2,2-dipropanol). Reaction SMILES: [H-].[H-].[H-].[H-].[Li+].[Al+3].[O:7]=[C:8]1[C:13]2[CH:14]=[CH:15][C:16]([O:21][CH2:22][CH2:23][CH2:24][O:25][C:26]3[C:35]4[CH2:34][CH2:33][CH2:32][CH2:31][C:30]=4[CH:29]=[CH:28][CH:27]=3)=[C:17]([CH2:18][CH2:19][CH3:20])[C:12]=2[O:11][C:10]([CH2:43][CH2:44][C:45](OCC)=[O:46])([CH2:36][CH2:37][C:38](OCC)=[O:39])[CH2:9]1>O1CCCC1>[OH:7][CH:8]1[C:13]2[CH:14]=[CH:15][C:16]([O:21][CH2:22][CH2:23][CH2:24][O:25][C:26]3[C:35]4[CH2:34][CH2:33][CH2:32][CH2:31][C:30]=4[CH:29]=[CH:28][CH:27]=3)=[C:17]([CH2:18][CH2:19][CH3:20])[C:12]=2[O:11][C:10]([CH2:36][CH2:37][CH2:38][OH:39])([CH2:43][CH2:44][CH2:45][OH:46])[CH2:9]1 |f:0.1.2.3.4.5|. Yield: 89.4%. Run at time 2 hour. The reactants are [H-].[H-].[H-].[H-].[Li+].[Al+3] (LiAlH4), O=C1CC(OC2=C1C=CC(=C2CCC)OCCCOC2=CC=CC=1CCCCC21)(CCC(=O)OCC)CCC(=O)OCC (diethyl 3,4-dihydro-4-oxo-8-propyl-7-[3-[(5,6,7,8-tetrahydro-1-naphthalenyl)oxy]propoxy]-2H-1-benzopyran-2,2-dipropanoate). The solvent is O1CCCC1 (tetrahydrofuran), O1CCCC1 (tetrahydrofuran). Yields the product FC1=CC=C(C=C1)C(CCCN1CCNCC1)CC1=CC=C(C=C1)F (1-[4,5-Bis(4-fluorophenyl)pentyl]piperazine). As a reaction SMILES: [F:1][C:2]1[CH:7]=[CH:6][C:5]([CH:8]([CH2:13][C:14]2[CH:19]=[CH:18][C:17]([F:20])=[CH:16][CH:15]=2)[CH2:9][CH2:10][CH2:11]Cl)=[CH:4][CH:3]=1.[N:21]1(C(OCC)=O)[CH2:26][CH2:25][NH:24][CH2:23][CH2:22]1.C(=O)([O-])[O-].[K+].[K+].[I-].[K+]>C(C(C)=O)C(C)C>[F:1][C:2]1[CH:7]=[CH:6][C:5]([CH:8]([CH2:13][C:14]2[CH:19]=[CH:18][C:17]([F:20])=[CH:16][CH:15]=2)[CH2:9][CH2:10][CH2:11][N:21]2[CH2:26][CH2:25][NH:24][CH2:23][CH2:22]2)=[CH:4][CH:3]=1 |f:2.3.4,5.6|. Reported procedure: 50 g (0.17 mol) of 4,5-bis(4-fluorophenyl)pentyl chloride, 32.5 g (0.21 mol) of ethyl piperazine-1-carboxylate, 46.9 g (0.34 mol) of powdered potassium carbonate and 2.8 g of potassium iodide were reacted in 580 ml of methyl isobutyl ketone and the mixture was worked up, by a process analogous to that described in Example 3d). Reactants: FC1=CC=C(C=C1)C(CCCCl)CC1=CC=C(C=C1)F (4,5-bis(4-fluorophenyl)pentyl chloride), N1(CCNCC1)C(=O)OCC (ethyl piperazine-1-carboxylate), C([O-])([O-])=O.[K+].[K+] (potassium carbonate), [I-].[K+] (potassium iodide). Run in C(C(C)C)C(=O)C (methyl isobutyl ketone). Reactants: BrC1=CC(=C(C(=O)OC)C=C1)OCC(C)C (methyl 4-bromo-2-isobutoxybenzoate), B1(OC(C(O1)(C)C)(C)C)B2OC(C(O2)(C)C)(C)C (bis(pinacolato)diboron), C(C)(=O)[O-].[K+] (potassium acetate), C(C)(=O)OCC (ethyl acetate). The reagents and catalysts are Cl[Pd]Cl.C1(=CC=CC=C1)P(C1=CC=CC=C1)C1=CC=CC=C1 (dichloropalladium triphenylphosphine). Run in O1CCOCC1 (1,4-dioxane), O (water). Conditions: temperature 90 celsius, time 1.5 hour. Yields the product C(C(C)C)OC=1C=C(C=CC1C(=O)OC)B(O)O ([3-isobutoxy-4-(methoxycarbonyl)phenyl]boronic acid). The yield is 72.0%. As a reaction SMILES: Br[C:2]1[CH:11]=[CH:10][C:5]([C:6]([O:8][CH3:9])=[O:7])=[C:4]([O:12][CH2:13][CH:14]([CH3:16])[CH3:15])[CH:3]=1.[B:17]1(B2OC(C)(C)C(C)(C)O2)[O:21]C(C)(C)C(C)(C)[O:18]1.C([O-])(=O)C.[K+].C(OCC)(=O)C>O1CCOCC1.Cl[Pd]Cl.C1(P(C2C=CC=CC=2)C2C=CC=CC=2)C=CC=CC=1.O>[CH2:13]([O:12][C:4]1[CH:3]=[C:2]([B:17]([OH:21])[OH:18])[CH:11]=[CH:10][C:5]=1[C:6]([O:8][CH3:9])=[O:7])[CH:14]([CH3:16])[CH3:15] |f:2.3,6.7|. Procedure details: A mixture of methyl 4-bromo-2-isobutoxybenzoate (12.0 g), bis(pinacolato)diboron (12.2 g), dichloropalladium-triphenylphosphine (1:2, 2.05 g) and potassium acetate (12.3 g) in 1,4-dioxane (120 ml) was stirred at 90° C. for 1.5 hours. After cooling to room temperature, the reaction mixture was poured into ethyl acetate (500 ml) and water (500 ml) and the mixture was filtered through a Celite cake. The organic layer was separated and washed with water (500 ml) and brine (500 ml). The separated org... The reactants are C(C)(C)(C)OC(NC1=C(C=CC=C1)NC(=O)C1=CC2=C(S1)C=CC(=C2)OCCCN(C)C)=O ((2-{[5-(3-Dimethylamino-propoxy)-benzo[b]thiophene-2-carbonyl]-amino}-phenyl)-carbamic acid tert-butyl ester), NC1=C(C=CC=C1)NC(=O)C1=CC2=C(S1)C=CC(=C2)OCCN(C)C (5-(2-Dimethylamino-ethoxy)-benzo[b]thiophene-2-carboxylic acid (2-amino-phenyl)-amide). Product: NC1=C(C=CC=C1)NC(=O)C1=CC2=C(S1)C=CC(=C2)OCCCN(C)C (5-(3-Dimethylamino-propoxy)-benzo[b]thiophene-2-carboxylic acid (2-amino-phenyl)-amide). As a reaction SMILES: C(OC(=O)[NH:7][C:8]1[CH:13]=[CH:12][CH:11]=[CH:10][C:9]=1[NH:14][C:15]([C:17]1[S:21][C:20]2[CH:22]=[CH:23][C:24]([O:26][CH2:27][CH2:28][CH2:29][N:30]([CH3:32])[CH3:31])=[CH:25][C:19]=2[CH:18]=1)=[O:16])(C)(C)C.NC1C=CC=CC=1NC(C1SC2C=CC(OCCN(C)C)=CC=2C=1)=O>>[NH2:7][C:8]1[CH:13]=[CH:12][CH:11]=[CH:10][C:9]=1[NH:14][C:15]([C:17]1[S:21][C:20]2[CH:22]=[CH:23][C:24]([O:26][CH2:27][CH2:28][CH2:29][N:30]([CH3:31])[CH3:32])=[CH:25][C:19]=2[CH:18]=1)=[O:16]. Procedure details: was prepared from (2-{[5-(3-Dimethylamino-propoxy)-benzo[b]thiophene-2-carbonyl]-amino}-phenyl)-carbamic acid tert-butyl ester (7) in an analogous manner to that described for the preparation of (1) example 1, step 5; white solid, mp. 164–167° C. The reactants are NCCC1=CC=C(C=C1)S(=O)(=O)C1CCN(CC1)C(=O)NCC1(CCCC1)C1=CC=CC=C1 (4-{[4-(2-Aminoethyl)phenyl]sulfonyl}-N-[(1-phenylcyclopentyl)methyl]-1-piperidinecarboxamide), C(C)(C)(C)[Si](C1=CC=CC=C1)(C1=CC=CC=C1)OC1=CC=C(C=C1)OCC1OC1 (tert-butyl-(4-oxiranylmethoxy-phenoxy)-diphenylsilane). Yields the product C1(=CC=CC=C1)C1(CCCC1)CNC(=O)N1CCC(CC1)S(=O)(=O)C1=CC=C(C=C1)CCNC[C@@H](COC1=CC=C(C=C1)O)O (4-(4-[2-[(2S)-2-Hydroxy-3-(4-hydroxy-phenoxy)-propylamino]-ethyl]-benzenesulfonyl)-piperidine-1-carboxylic acid (1-phenyl-cyclopentylmethyl)-amide). The yield is 33.1%. Reaction SMILES: [NH2:1][CH2:2][CH2:3][C:4]1[CH:9]=[CH:8][C:7]([S:10]([CH:13]2[CH2:18][CH2:17][N:16]([C:19]([NH:21][CH2:22][C:23]3([C:28]4[CH:33]=[CH:32][CH:31]=[CH:30][CH:29]=4)[CH2:27][CH2:26][CH2:25][CH2:24]3)=[O:20])[CH2:15][CH2:14]2)(=[O:12])=[O:11])=[CH:6][CH:5]=1.C([Si]([O:51][C:52]1[CH:57]=[CH:56][C:55]([O:58][CH2:59][CH:60]2[CH2:62][O:61]2)=[CH:54][CH:53]=1)(C1C=CC=CC=1)C1C=CC=CC=1)(C)(C)C>>[C:28]1([C:23]2([CH2:22][NH:21][C:19]([N:16]3[CH2:15][CH2:14][CH:13]([S:10]([C:7]4[CH:6]=[CH:5][C:4]([CH2:3][CH2:2][NH:1][CH2:62][C@H:60]([OH:61])[CH2:59][O:58][C:55]5[CH:56]=[CH:57][C:52]([OH:51])=[CH:53][CH:54]=5)=[CH:9][CH:8]=4)(=[O:12])=[O:11])[CH2:18][CH2:17]3)=[O:20])[CH2:27][CH2:26][CH2:25][CH2:24]2)[CH:29]=[CH:30][CH:31]=[CH:32][CH:33]=1. Reported procedure: 4-{[4-(2-Aminoethyl)phenyl]sulfonyl}-N-[(1-phenylcyclopentyl)methyl]-1-piperidinecarboxamide (0.570 g, 1.20 mmol) was reacted with tert-butyl-(4-oxiranylmethoxy-phenoxy)-diphenylsilane (0.417 g, 1.03 mmol) according to Procedure G to give the title compound (eluant: 20:1 chloroform-methanol) (0.298 g, 0.341 mmol). Starting materials: BrCCCCCCC1=C(C(=CC=C1)OCC1=CC=CC=C1)OCC1=CC=CC=C1 (1-(6-bromohexyl)-2,3-bis(phenylmethoxy)benzene), C1(=CC=CC=C1)COC(C1=CC(=C(C=C1)O)[N+](=O)[O-])=O (4-hydroxy-3-nitrobenzoic acid phenylmethyl ester), C([O-])([O-])=O.[K+].[K+] (potassium carbonate), [I-].[Na+] (sodium iodide). Run in CC(=O)C (acetone), CN(C=O)C (dimethylformamide). Product: C1(=CC=CC=C1)COC(C1=CC(=C(C=C1)OCCCCCCC1=C(C(=CC=C1)OCC1=CC=CC=C1)OCC1=CC=CC=C1)[N+](=O)[O-])=O (3-nitro-4-[6-[2,3-bis(phenylmethoxy)phenyl]hexyloxy]benzoic acid phenylmethyl ester). Yield: 81.6%. As a reaction SMILES: Br[CH2:2][CH2:3][CH2:4][CH2:5][CH2:6][CH2:7][C:8]1[CH:13]=[CH:12][CH:11]=[C:10]([O:14][CH2:15][C:16]2[CH:21]=[CH:20][CH:19]=[CH:18][CH:17]=2)[C:9]=1[O:22][CH2:23][C:24]1[CH:29]=[CH:28][CH:27]=[CH:26][CH:25]=1.[C:30]1([CH2:36][O:37][C:38](=[O:49])[C:39]2[CH:44]=[CH:43][C:42]([OH:45])=[C:41]([N+:46]([O-:48])=[O:47])[CH:40]=2)[CH:35]=[CH:34][CH:33]=[CH:32][CH:31]=1.C(=O)([O-])[O-].[K+].[K+].[I-].[Na+]>CC(C)=O.CN(C)C=O>[C:30]1([CH2:36][O:37][C:38](=[O:49])[C:39]2[CH:44]=[CH:43][C:42]([O:45][CH2:2][CH2:3][CH2:4][CH2:5][CH2:6][CH2:7][C:8]3[CH:13]=[CH:12][CH:11]=[C:10]([O:14][CH2:15][C:16]4[CH:21]=[CH:20][CH:19]=[CH:18][CH:17]=4)[C:9]=3[O:22][CH2:23][C:24]3[CH:29]=[CH:28][CH:27]=[CH:26][CH:25]=3)=[C:41]([N+:46]([O-:48])=[O:47])[CH:40]=2)[CH:35]=[CH:34][CH:33]=[CH:32][CH:31]=1 |f:2.3.4,5.6|. Reported procedure: A mixture of 5.8 g (0.013 mol) of 1-(6-bromohexyl)-2,3-bis(phenylmethoxy)benzene, 3.5 g (0.013 mol) of 4-hydroxy-3-nitrobenzoic acid phenylmethyl ester, 3.5 g (0.026 mol) of potassium carbonate and 2.9 g (0.019 mol) of sodium iodide in 125 mL of acetone and 13 mL of dimethylformamide was stirred and heated at reflux for 5 days. Workup as described in Example 16 and purification by HPLC using 50% methylene chloride-hexane gave 6.85 g (83% yield) of 3-nitro-4-[6-[2,3-bis(phenylmethoxy)phenyl]hexyl...